Dataset: the Open Reaction Database (ORD), a public repository of structured organic reaction records. Task: describe an organic reaction: reactants, conditions, products, and yield Reactants: CC(C)(C)c1cc(Br)c(N)c(Br)c1, CCOC(C)=O, CCO, O=N[O-], [Na+], O, O=S(=O)(O)O. Yields the product CC(C)(C)c1cc(Br)cc(Br)c1. RXN SMILES: [Br:1][c:2]1[c:3]([NH2:4])[c:5]([Br:13])[cH:6][c:7]([C:9]([CH3:10])([CH3:11])[CH3:12])[cH:8]1.[CH3:23][CH2:24][O:25][C:26]([CH3:27])=[O:28].[CH3:29][CH2:30][OH:31].[N:19]([O-:20])=[O:21].[Na+:22].[OH2:32].[S:14](=[O:15])(=[O:16])([OH:17])[OH:18]>>[Br:1][c:2]1[cH:3][c:5]([Br:13])[cH:6][c:7]([C:9]([CH3:10])([CH3:11])[CH3:12])[cH:8]1. The reactants are COC(=O)C=1C=C2C(=C(NC2=CC1OC)[Si](C)(C)C)C (6-methoxy-3-methyl-2-trimethylsilanyl-1H-indole-5-carboxylic acid methyl ester), Cl (HCl). Yields the product COC(=O)C=1C=C2C(=CNC2=CC1OC)C (6-methoxy-3-methyl-1H-indole-5-carboxylic acid methyl ester). As a reaction SMILES: [CH3:1][O:2][C:3]([C:5]1[CH:6]=[C:7]2[C:11](=[CH:12][C:13]=1[O:14][CH3:15])[NH:10][C:9]([Si](C)(C)C)=[C:8]2[CH3:20])=[O:4].Cl>>[CH3:1][O:2][C:3]([C:5]1[CH:6]=[C:7]2[C:11](=[CH:12][C:13]=1[O:14][CH3:15])[NH:10][CH:9]=[C:8]2[CH3:20])=[O:4]. Reported procedure: An indole hydrazide can also be prepared by treating a solution of 2-methoxy-4-amino-benzoic acid methyl ester (xvii) in ethanol with N-bromosuccinamide to form 2-methoxy-4-amino-5-bromo-benzoic acid methyl ester (xviii) (see Scheme VIII). A solution of 2-methoxy-4-amino-5-bromo-benzoic acid methyl ester (xviii) in DMF is then reacted with trimethyl-prop-1-ynyl silane (xix) in the presence of with palladium acetate, Na2CO3, triphenylphosphine and tetrabutylaminium iodide to form 6-methoxy-3-meth... Reactants: O1CCOCC1 (dioxane), [OH-].[Na+] (sodium hydroxide), BrC1C(OC2=CC=C(C=C2C1O)C(C(F)(F)F)=O)(C)C (3-bromo-2,2-dimethyl-4-hydroxy-6-trifluoroacetylchromane). The solvent is O (water). Run at temperature 20 celsius, time 20 hour. Yields the product CC1(OC2=CC=C(C=C2C2C1O2)C(C(F)(F)F)=O)C (2,2-Dimethyl-3,4-epoxy-6-trifluoroacetylchromane). Isolated yield 89.5%. As a reaction SMILES: Br[CH:2]1[CH:11]([OH:12])[C:10]2[C:5](=[CH:6][CH:7]=[C:8]([C:13](=[O:18])[C:14]([F:17])([F:16])[F:15])[CH:9]=2)[O:4][C:3]1([CH3:20])[CH3:19].O1CCOCC1.[OH-].[Na+]>O>[CH3:19][C:3]1([CH3:20])[CH:2]2[O:12][CH:11]2[C:10]2[C:5](=[CH:6][CH:7]=[C:8]([C:13](=[O:18])[C:14]([F:17])([F:16])[F:15])[CH:9]=2)[O:4]1 |f:2.3|. Reported procedure: A mixture containing 2.9 g of 3-bromo-2,2-dimethyl-4-hydroxy-6-trifluoroacetylchromane, prepared in the previous step, 25 ml of dioxane, 0.5 g of sodium hydroxide pellets and 5 ml of water is stirred at 20° C. for 20 hours. After concentration under vacuum at 40° C., the residue is treated 4 times with 100 ml of ethyl ether and the extracts are then dried and concentrated under vacuum to give 2 g of a yellow oil.